Dataset: the Open Reaction Database (ORD), a public repository of structured organic reaction records. Task: describe an organic reaction: reactants, conditions, products, and yield Starting materials: chlorine dioxide, S([O-])(O)(=O)=O.[Na+] (sodium bisulfate). Solvent: O (H2O). Yields the product S(=O)(=O)(O)O.[Na+].S(=O)(=O)([O-])[O-].S(=O)(=O)(O)O.[Na+] (sodium sesquisulfate). RXN SMILES: Cl(=O)=O.[S:4](=[O:8])(=[O:7])([OH:6])[O-:5].[Na+:9]>O>[S:4]([OH:8])([OH:7])(=[O:6])=[O:5].[Na+:9].[S:4]([O-:8])([O-:7])(=[O:6])=[O:5].[S:4]([OH:8])([OH:7])(=[O:6])=[O:5].[Na+:9] |f:1.2,4.5.6.7.8|. Procedure: recycling the first stage acidic filtrate back to said chlorine dioxide generator and dissolving said first stage sodium bisulfate crystals in H2O to create a second stage solution for a second stage evaporator/crystallizer and heating said second stage solution to a prescribed temperature under a partial vacuum for a predetermined period of time to reduce the solution volume and then cooling said solution in the crystallizer to produce second stage sodium sesquisulfate crystals from which the s... The reactants are solid, [BH3-]C#N.[Na+] (NaBH3CN), solid, [BH3-]C#N.[Na+] (NaBH3CN), C[C@H]1[C@@H]([C@H]([C@H]([C@@H](O1)O[C@H]2C[C@H]([C@@]3([C@@H]4[C@@H](CC[C@@]3(C2)O)[C@]5(CC[C@@H]([C@]5(C[C@H]4O)C)C6=CC(=O)OC6)O)CO)O)O)O)O.O.O.O.O.O.O.O.O (ouabain octahydrate), C([C@H]([C@H](CO)O)O)O (meso-erythritol), solid, [BH3-]C#N.[Na+] (NaBH3CN), CC(=O)C (acetone), NaIO4. The solvent is O (water). Run at temperature 0 celsius, time 2.5 hour. Product: C[C@H]1[C@@H]([C@H]([C@H]([C@@H](O1)O[C@H]2C[C@H]([C@@]3([C@@H]4[C@@H](CC[C@@]3(C2)O)[C@]5(CC[C@@H]([C@]5(C[C@H]4O)C)C6=CC(=O)OC6)O)CO)O)O)O)O (Ouabain). As a reaction SMILES: [CH3:1][C@@H:2]1[O:7][C@@H:6]([O:8][C@@H:9]2[CH2:18][C@:17]3([OH:19])[C@@:12]([CH2:36][OH:37])([C@H:13]4[C@H:26]([OH:27])[CH2:25][C@@:24]5([CH3:28])[C@:20]([OH:35])([CH2:21][CH2:22][C@@H:23]5[C:29]5[CH2:34][O:33][C:31](=[O:32])[CH:30]=5)[C@@H:14]4[CH2:15][CH2:16]3)[C@H:11]([OH:38])[CH2:10]2)[C@H:5]([OH:39])[C@H:4]([OH:40])[C@H:3]1[OH:41].O.O.O.O.O.O.O.O.CC(C)=O.C(O)[C@@H](O)[C@@H](O)CO.[BH3-]C#N.[Na+]>O>[CH3:1][C@@H:2]1[O:7][C@@H:6]([O:8][C@@H:9]2[CH2:18][C@:17]3([OH:19])[C@@:12]([CH2:36][OH:37])([C@H:13]4[C@H:26]([OH:27])[CH2:25][C@@:24]5([CH3:28])[C@:20]([OH:35])([CH2:21][CH2:22][C@@H:23]5[C:29]5[CH2:34][O:33][C:31](=[O:32])[CH:30]=5)[C@@H:14]4[CH2:15][CH2:16]3)[C@H:11]([OH:38])[CH2:10]2)[C@H:5]([OH:39])[C@H:4]([OH:40])[C@H:3]1[OH:41] |f:0.1.2.3.4.5.6.7.8,11.12|. Procedure: 0.5 g of ouabain octahydrate (0.68 mmol) was dissolved in 4.0 ml of water and 2.0 ml of acetone by gentle warming. At ambient temperature, 0.235 g of NaIO4 (1.1 mmol) was added in a single portion. A precipitate accumulated during this reaction. After 2.5 hr, 1.22 g of K2 HPO4. (5.0 mmol) was added and the reaction was stirred overnight. Then, 85 mg of meso-erythritol (0.65 mmol) was added; the reaction left an additional 60 min; and the acetone removed on a rotary evaporator. The residue was ta... Reactants: FC1=CC=C(C=C1)C(CC(C(C)C)=O)=O (1-(4-fluorophenyl)-4-methyl-1,3-pentanedione), N(N)C=1SC2=C(N1)C=CC=C2 (2-hydrazinobenzothiazole). Run in C(C)(=O)O (acetic acid). Product: FC1=CC=C(C=C1)C1=CC(=NN1C=1SC2=C(N1)C=CC=C2)C(C)C (2-[5-(4-Fluorophenyl)-3-(1-methylethyl)-1H-pyrazol-1-yl]benzothiazole). Yield: 92.2%. As a reaction SMILES: [F:1][C:2]1[CH:7]=[CH:6][C:5]([C:8](=O)[CH2:9][C:10](=O)[CH:11]([CH3:13])[CH3:12])=[CH:4][CH:3]=1.[NH:16]([C:18]1[S:19][C:20]2[CH:26]=[CH:25][CH:24]=[CH:23][C:21]=2[N:22]=1)[NH2:17]>C(O)(=O)C>[F:1][C:2]1[CH:7]=[CH:6][C:5]([C:8]2[N:16]([C:18]3[S:19][C:20]4[CH:26]=[CH:25][CH:24]=[CH:23][C:21]=4[N:22]=3)[N:17]=[C:10]([CH:11]([CH3:13])[CH3:12])[CH:9]=2)=[CH:4][CH:3]=1. Procedure details: To a solution of the 1,3-diketone (103 g, 495 mmol) (preparation described in Example 1, Step A) in glacial acetic acid (800 ml) was added 2-hydrazinobenzothiazole (85.8 g, 520 mmol). The resulting solution was refluxed for 2.5 hours and then cooled to room temperature overnight. The resulting precipitate was collected, washed with water and dried overnight to give 154 g (92%) of a cream colored solid.